From a dataset of the Open Reaction Database (ORD), a public repository of structured organic reaction records. describe an organic reaction: reactants, conditions, products, and yield Starting materials: ClCC1=C(N=C(S1)C1=CC=CC=C1)C (5-chloromethyl-4-methyl-2-phenyl-1,3-thiazole), O=CC1=CC(OC)=C(O)C=C1 (vanillin), C([O-])([O-])=O.[K+].[K+] (potassium carbonate), CN(C=O)C (N,N-dimethylformamide). Solvent: O (Water). Reaction conditions: temperature 90 celsius, time 3 hour. The product is COC=1C=C(C=O)C=CC1OCC1=C(N=C(S1)C1=CC=CC=C1)C (3-methoxy-4-[(4-methyl-2-phenyl-1,3-thiazol-5-yl)methoxy]benzaldehyde). Yield: 90.9%. RXN SMILES: Cl[CH2:2][C:3]1[S:7][C:6]([C:8]2[CH:13]=[CH:12][CH:11]=[CH:10][CH:9]=2)=[N:5][C:4]=1[CH3:14].[O:15]=[CH:16][C:17]1[CH:25]=[CH:24][C:22]([OH:23])=[C:19]([O:20][CH3:21])[CH:18]=1.C(=O)([O-])[O-].[K+].[K+].CN(C)C=O>O>[CH3:21][O:20][C:19]1[CH:18]=[C:17]([CH:25]=[CH:24][C:22]=1[O:23][CH2:2][C:3]1[S:7][C:6]([C:8]2[CH:13]=[CH:12][CH:11]=[CH:10][CH:9]=2)=[N:5][C:4]=1[CH3:14])[CH:16]=[O:15] |f:2.3.4|. Procedure: A mixture of 5-chloromethyl-4-methyl-2-phenyl-1,3-thiazole (2.30 g), vanillin (1.49 g), potassium carbonate (1.35 g) and N,N-dimethylformamide (50 mL) was stirred at 90° C. for 3 hrs. Water was poured into the reaction mixture, and the mixture was extracted with ethyl acetate. The organic layer was washed with saturated brine, dried over anhydrous magnesium sulfate and concentrated to give 3-methoxy-4-[(4-methyl-2-phenyl-1,3-thiazol-5-yl)methoxy]benzaldehyde as pale-yellow crystals (3.02 g, yiel... Isolated yield 74.7%. Product: C(C1=CC=CC=C1)OC([C@@H](NC([C@@H](NC([C@@H](NC(=O)OC(C)(C)C)C(C)C)=O)CC(C)C)=O)CC1=CC=CC=C1)=O (N-tert-Butyloxycarbonyl-L-valinyl-L-leucinyl-L-phenylalanine benzyl ester). Reactants: C(C1=CC=CC=C1)OC([C@@H](NC([C@@H](NC(=O)OC(C)(C)C)CC(C)C)=O)CC1=CC=CC=C1)=O (N-tert-Butyloxycarbonyl-L-leucinyl-L-phenylalanine benzyl ester), FC(C(=O)O)(F)F (trifluoroacetic acid), C1CCC(CC1)N=C=NC2CCCCC2 (DCC), C(=O)(OC(C)(C)C)N[C@@H](C(C)C)C(=O)O (Boc-L-valine), C=1C=CC2=C(C1)N=NN2O (HOBT). Reported procedure: A 500 mL round bottom flask was charged with 46.52 g (99 mmol) N-tert-Butyloxycarbonyl-L-leucinyl-L-phenylalanine benzyl ester, 340 mL anhydrous methylene chloride (CH2Cl2), and 51 mL trifluoroacetic acid (TFA). The mixture was stirred at room temperature under a nitrogen atmosphere for 3 hours, and then concentrated in vacuo. The residue was azetroped twice with toluene, and carried on. The same 500 mL round bottom flask containing the crude TFA salt was placed under a nitrogen atmosphere and c... As a reaction SMILES: [CH2:1]([O:8][C:9](=[O:34])[C@H:10]([CH2:27][C:28]1[CH:33]=[CH:32][CH:31]=[CH:30][CH:29]=1)[NH:11][C:12](=[O:26])[C@H:13]([CH2:22][CH:23]([CH3:25])[CH3:24])[NH:14][C:15](OC(C)(C)C)=[O:16])[C:2]1[CH:7]=[CH:6][CH:5]=[CH:4][CH:3]=1.FC(F)(F)C(O)=O.[C:42]([NH:49][C@H:50](C(O)=O)[CH:51]([CH3:53])[CH3:52])([O:44][C:45]([CH3:48])([CH3:47])[CH3:46])=[O:43].C1C=CC2N(O)N=NC=2C=1.C1CCC(N=C=NC2CCCCC2)CC1>C1COCC1.C(Cl)Cl>[CH2:1]([O:8][C:9](=[O:34])[C@H:10]([CH2:27][C:28]1[CH:29]=[CH:30][CH:31]=[CH:32][CH:33]=1)[NH:11][C:12](=[O:26])[C@H:13]([CH2:22][CH:23]([CH3:25])[CH3:24])[NH:14][C:15](=[O:16])[C@H:50]([CH:51]([CH3:53])[CH3:52])[NH:49][C:42]([O:44][C:45]([CH3:47])([CH3:46])[CH3:48])=[O:43])[C:2]1[CH:7]=[CH:6][CH:5]=[CH:4][CH:3]=1. Conditions: time 3 hour. Run in C(Cl)Cl (methylene chloride), C1CCOC1 (THF). Starting materials: C(CCC)(=O)C=1C=NC2=CC(=CC=C2C1Cl)COC(C1=CC=CC=C1)=O (3-butyryl-4-chloro-7-benzoyloxymethylquinoline), NC=1C(=CC=CC1)C (o-toluidine). The solvent is O1CCOCC1 (dioxan). Conditions: time 16 hour. Product: C(CCC)(=O)C=1C=NC2=CC(=CC=C2C1NC1=C(C=CC=C1)C)COC(C1=CC=CC=C1)=O (3-butyryl-4-(2-methylphenylamino)-7-benzoyloxymethylquinoline). The yield is 41.0%. As a reaction SMILES: [C:1]([C:6]1[CH:7]=[N:8][C:9]2[C:14]([C:15]=1Cl)=[CH:13][CH:12]=[C:11]([CH2:17][O:18][C:19](=[O:26])[C:20]1[CH:25]=[CH:24][CH:23]=[CH:22][CH:21]=1)[CH:10]=2)(=[O:5])[CH2:2][CH2:3][CH3:4].[NH2:27][C:28]1[C:29]([CH3:34])=[CH:30][CH:31]=[CH:32][CH:33]=1>O1CCOCC1>[C:1]([C:6]1[CH:7]=[N:8][C:9]2[C:14]([C:15]=1[NH:27][C:28]1[CH:33]=[CH:32][CH:31]=[CH:30][C:29]=1[CH3:34])=[CH:13][CH:12]=[C:11]([CH2:17][O:18][C:19](=[O:26])[C:20]1[CH:25]=[CH:24][CH:23]=[CH:22][CH:21]=1)[CH:10]=2)(=[O:5])[CH2:2][CH2:3][CH3:4]. Procedure: 3-butyryl-4-chloro-7-benzoyloxymethylquinoline (3.68 g, 10 mmol) and o-toluidine (1.61 g, 15 mmol) in dioxan (100 ml) were refluxed for 2.5 hours, then allowed to cool and stand for 16 hours. The solvent was evaporated and the product converted to the free base and recrystallized from ethanol to give the title compound (1.8 g) m.p. 110°-12°. Starting materials: ClC=1C=C(C=CC1Cl)N1C=C(C(C2=CC=C(C=C12)C1=CC=NC=C1)=O)C(=O)OCC (ethyl 1-(3,4-dichlorophenyl)-1,4-dihydro-4-oxo-7-(4- pyridinyl)-3-quinolinecarboxylate), ClC=1C=C(N)C=CC1Cl (3,4-dichloroaniline), FC1=CC=C(N)C=C1 (4-fluoroaniline), ( e ), ( f ), ( e ). The product is ClC=1C=C(C=CC1Cl)N1C=C(C(C2=CC=C(C=C12)C1=CC=NC=C1)=O)C(=O)N (1-(3,4-Dichlorophenyl)-1,4-dihydro-4-oxo-7-(4-pyridinyl)-3-quinolinecarboxamide). RXN SMILES: [Cl:1][C:2]1[CH:3]=[C:4]([N:9]2[C:18]3[C:13](=[CH:14][CH:15]=[C:16]([C:19]4[CH:24]=[CH:23][N:22]=[CH:21][CH:20]=4)[CH:17]=3)[C:12](=[O:25])[C:11]([C:26]([O:28]CC)=O)=[CH:10]2)[CH:5]=[CH:6][C:7]=1[Cl:8].ClC1C=C(C=CC=1Cl)[NH2:35].FC1C=CC(N)=CC=1>>[Cl:1][C:2]1[CH:3]=[C:4]([N:9]2[C:18]3[C:13](=[CH:14][CH:15]=[C:16]([C:19]4[CH:24]=[CH:23][N:22]=[CH:21][CH:20]=4)[CH:17]=3)[C:12](=[O:25])[C:11]([C:26]([NH2:35])=[O:28])=[CH:10]2)[CH:5]=[CH:6][C:7]=1[Cl:8]. Procedure: The starting acid was prepared by hydrolysis of ethyl 1-(3,4-dichlorophenyl)-1,4-dihydro-4-oxo-7-(4- pyridinyl)-3-quinolinecarboxylate (tan solid, m.p. 238°-240 ° C. when recrystallized from toluene), in turn prepared according to the procedures of Example 1, parts (e) and (f), substituting 3,4-dichloroaniline for the 4-fluoroaniline of part (e). Yields the product C1(CC=2C(C(N1)=O)=CC=CC2)=O (Homophthalimide). Reaction SMILES: ClC1[N:3]=[C:4](N2CCN(CC)CC2)[C:5]2[C:10]([CH:11]=1)=[CH:9][CH:8]=[CH:7][CH:6]=2.[C:20](=[O:23])([O-])[O-].[Cs+].[Cs+].CN(C)C=[O:29]>C1C=CC([P]([Pd]([P](C2C=CC=CC=2)(C2C=CC=CC=2)C2C=CC=CC=2)([P](C2C=CC=CC=2)(C2C=CC=CC=2)C2C=CC=CC=2)[P](C2C=CC=CC=2)(C2C=CC=CC=2)C2C=CC=CC=2)(C2C=CC=CC=2)C2C=CC=CC=2)=CC=1>[C:20]1(=[O:23])[NH:3][C:4](=[O:29])[C:5]2=[CH:6][CH:7]=[CH:8][CH:9]=[C:10]2[CH2:11]1 |f:1.2.3,^1:34,36,55,74|. Procedure: 3-Chloro-1-(4-ethylpiperazin-1-yl)isoquinoline (3.5 g) and 4-(1,3,2-dioxaborynan-2-yl)-1-(1,3-dioxolan-2-yl)benzene (5.0 g) were reacted in dimethylformamide (50 ml), in the presence of cesium carbonate (7.3 g) and tetrakistriphenylphosphinepalladium (0.3 g) at 80° C. in a nitrogen stream for 12 hr. The reaction solution was evaporated, and then partitioned between ethyl acetate and water. The resulting organic layer was washed with water, dried and evaporated. The resulting residue was purified... The reactants are ClC=1N=C(C2=CC=CC=C2C1)N1CCN(CC1)CC (3-Chloro-1-(4-ethylpiperazin-1-yl)isoquinoline), 4-(1,3,2-dioxaborynan-2-yl)-1-(1,3-dioxolan-2-yl)benzene, C([O-])([O-])=O.[Cs+].[Cs+] (cesium carbonate), CN(C=O)C (dimethylformamide). The reagents and catalysts are C=1C=CC(=CC1)[P](C=2C=CC=CC2)(C=3C=CC=CC3)[Pd]([P](C=4C=CC=CC4)(C=5C=CC=CC5)C=6C=CC=CC6)([P](C=7C=CC=CC7)(C=8C=CC=CC8)C=9C=CC=CC9)[P](C=1C=CC=CC1)(C=1C=CC=CC1)C=1C=CC=CC1 (tetrakistriphenylphosphinepalladium). Starting materials: solution, C(C)(C)(C)[Li] (tert-butyllithium), COC1=C(C=CC=C1)C(C(=O)OCC)=O (Ethyl 2-(2-methoxyphenyl)-2-oxoacetate), [NH4+].[Cl-] (NH4Cl), ClC1=C(C=C(C=C1)NC(OC(C)(C)C)=O)C (tert-butyl 4-chloro-3-methylphenylcarbamate). The solvent is CCCCC (pentane), C1CCOC1 (THF), CCOCC (ether). Run at temperature -70 celsius, time 1 hour. Product: ClC1(C(NC2=CC(=C(C=C12)Cl)C)=O)C1=C(C=CC=C1)OC (3,5-Dichloro-3-(2-methoxyphenyl)-6-methyl-1,3-dihydro-2H-indol-2-one). Reaction SMILES: [Cl:1][C:2]1[CH:7]=[CH:6][C:5]([NH:8][C:9](=[O:15])OC(C)(C)C)=[CH:4][C:3]=1[CH3:16].C([Li])(C)(C)C.[CH3:22][O:23][C:24]1[CH:29]=[CH:28][CH:27]=[CH:26][C:25]=1[C:30](=O)C(OCC)=O.[NH4+].[Cl-:38]>CCOCC.CCCCC.C1COCC1>[Cl:38][C:30]1([C:25]2[CH:26]=[CH:27][CH:28]=[CH:29][C:24]=2[O:23][CH3:22])[C:6]2[C:5](=[CH:4][C:3]([CH3:16])=[C:2]([Cl:1])[CH:7]=2)[NH:8][C:9]1=[O:15] |f:3.4|. Reported procedure: A solution of 5 g of tert-butyl 4-chloro-3-methylphenylcarbamate in 45 ml of ether is cooled to −70° C. under an argon atmosphere, 30 ml of a 1.5M solution of tert-butyllithium in pentane are added dropwise, the mixture is left stirring for 1 hour while allowing the temperature to rise to −10° C., and is left stirring for 1 hour 45 minutes at −10° C. The reaction mixture is cooled to −70° C., a solution of 5 g of the compound obtained in step A in 25 ml of THF is added dropwise and the mixture i... Starting materials: C(O)([O-])=O.[Na+] (sodium hydrogen carbonate), FC(C=1C=C(N)C=C(C1)C(F)(F)F)(F)F (3,5-bis(trifluoromethyl)aniline), C(C)(C)(C)OC(=O)N[C@@H](CC1=CC=CC=C1)C(=O)O (N-(tert-butoxycarbonyl)-L-phenylalanine), P(Cl)(Cl)Cl (phosphorus trichloride). The solvent is C1(=CC=CC=C1)C (toluene). Reaction conditions: temperature 80 celsius, time 1.5 hour. The product is N[C@H](C(=O)NC1=CC(=CC(=C1)C(F)(F)F)C(F)(F)F)CC1=CC=CC=C1 ((S)-2-Amino-3-phenyl-N-[3,5-bis(trifluoromethyl)phenyl]propionamide). Isolated yield 101.9%. As a reaction SMILES: [F:1][C:2]([F:15])([F:14])[C:3]1[CH:4]=[C:5]([CH:7]=[C:8]([C:10]([F:13])([F:12])[F:11])[CH:9]=1)[NH2:6].C(OC([NH:23][C@H:24]([C:32](O)=[O:33])[CH2:25][C:26]1[CH:31]=[CH:30][CH:29]=[CH:28][CH:27]=1)=O)(C)(C)C.P(Cl)(Cl)Cl.C(=O)([O-])O.[Na+]>C1(C)C=CC=CC=1>[NH2:23][C@@H:24]([CH2:25][C:26]1[CH:31]=[CH:30][CH:29]=[CH:28][CH:27]=1)[C:32]([NH:6][C:5]1[CH:4]=[C:3]([C:2]([F:14])([F:15])[F:1])[CH:9]=[C:8]([C:10]([F:11])([F:12])[F:13])[CH:7]=1)=[O:33] |f:3.4|. Procedure: A mixture of 3,5-bis(trifluoromethyl)aniline (0.20 g, 0.87 mmol), N-(tert-butoxycarbonyl)-L-phenylalanine (254.8 mg, 0.96 mmol), phosphorus trichloride (40 μL, 0.46 mmol) and toluene (4 mL) was stirred at 80° C. for 1.5 hours under argon atmosphere. After the reaction mixture was cooled to room temperature, it was poured into aqueous sodium hydrogen carbonate and extracted with ethyl acetate. After the ethyl acetate layer was washed with brine, dried over anhydrous sodium sulfate, the residue ob... The reactants are CC1=CC(CCC1)=O (3-methyl-cyclohex-2-en-1-one), CuBr, Cl (hydrochloric acid), C(C)[Al](CC)CC (triethylaluminum), C[Si](C)(C)Cl (trimethylsilyl chloride), C1(=CC=CC=C1)C (toluene). The solvent is C1CCOC1 (THF). Reaction conditions: time 3 hour. The product is C(C)C1(CC(CCC1)=O)C (3-ethyl-3-methyl-cyclohexanone). The yield is 90.0%. RXN SMILES: [CH3:1][C:2]1CC[CH2:5][C:4](=[O:8])[CH:3]=1.C([Al]([CH2:14][CH3:15])CC)C.C[Si](Cl)(C)C.Cl.[C:22]1(C)C=CC=C[CH:23]=1>C1COCC1>[CH2:22]([C:14]1([CH3:15])[CH2:1][CH2:2][CH2:3][C:4](=[O:8])[CH2:5]1)[CH3:23]. Reported procedure: 1.1 g (10 mmol) of 3-methyl-cyclohex-2-en-1-one and 14 mg (0.2 mmol) of CuBr are introduced into 15 ml of THF. 5.78 ml (11 mmol) of a 1.6 molar triethylaluminum solution in toluene and 2.16 g (20 mmol) of trimethylsilyl chloride are added at 0° C. and stirred for 3 hours at room temperature. It is hydrolyzed with 10 ml of 1N hydrochloric acid, extracted with ethyl acetate and the solvent is evaporated. After chromatography on silica gel, 1.26 g (90% of theory) of 3-ethyl-3-methyl-cyclohexanone i... Solvent: C(Cl)Cl (CH2Cl2). RXN SMILES: [F:1][C:2]1[CH:9]=[CH:8][C:5]([CH2:6][NH2:7])=[CH:4][CH:3]=1.[OH-].[Na+].[F:12][C:13]1[CH:21]=[CH:20][C:16]([C:17](Cl)=[O:18])=[CH:15][CH:14]=1>C(Cl)Cl>[F:12][C:13]1[CH:21]=[CH:20][C:16]([C:17]([NH:7][CH2:6][C:5]2[CH:8]=[CH:9][C:2]([F:1])=[CH:3][CH:4]=2)=[O:18])=[CH:15][CH:14]=1 |f:1.2|. The product is FC1=CC=C(C(=O)NCC2=CC=C(C=C2)F)C=C1 (4-fluoro-N-(4-fluoro-benzyl)-benzamide). Conditions: temperature 0 celsius, time 20 minute. The reactants are [OH-].[Na+] (NaOH), FC1=CC=C(CN)C=C1 (4-Flourobenzyl amine), FC1=CC=C(C(=O)Cl)C=C1 (4-Fluorobenzoyl chloride). The yield is 90.5%. Procedure: 4-Flourobenzyl amine (27 grams, 0.22 mole) was dissolved in 200 mL of CH2Cl2. To this was added 400 mL of 1N NaOH and the resulting mixture cooled to 0° C. 4-Fluorobenzoyl chloride (33 grams, 0.21 mole) was added dropwise with stirring. The reaction was allowed to proceed for 20 min after which the organic layer was separated, dried over Na2SO4, filtered and the solvent removed under vacuum to yield 47 grams (92% yield) of 4-fluoro-N-(4-fluoro-benzyl)-benzamide as a solid. MS (M−H) calcd for C14... Reactants: C(C1=CC=CC=C1)=O (benzaldehyde), NCCC1=CC=C(OC2=CC=CC(=N2)C(=O)N)C=C1 (6-[4-(2-aminoethyl)phenoxy]pyridine-2-carboxamide), [BH4-].[Na+] (NaBH4). Run in CO (methanol). Conditions: time 8 hour. The product is C(C1=CC=CC=C1)NCCC1=CC=C(OC2=CC=CC(=N2)C(=O)N)C=C1 (6-[4-(2-Benzylaminoethyl)phenoxy]pyridine-2-carboxamide). Isolated yield 15.4%. As a reaction SMILES: [NH2:1][CH2:2][CH2:3][C:4]1[CH:19]=[CH:18][C:7]([O:8][C:9]2[N:14]=[C:13]([C:15]([NH2:17])=[O:16])[CH:12]=[CH:11][CH:10]=2)=[CH:6][CH:5]=1.[CH:20](=O)[C:21]1[CH:26]=[CH:25][CH:24]=[CH:23][CH:22]=1.[BH4-].[Na+]>CO>[CH2:20]([NH:1][CH2:2][CH2:3][C:4]1[CH:19]=[CH:18][C:7]([O:8][C:9]2[N:14]=[C:13]([C:15]([NH2:17])=[O:16])[CH:12]=[CH:11][CH:10]=2)=[CH:6][CH:5]=1)[C:21]1[CH:26]=[CH:25][CH:24]=[CH:23][CH:22]=1 |f:2.3|. Reported procedure: Dissolve 6-[4-(2-aminoethyl)phenoxy]pyridine-2-carboxamide (0.0452 g, 0.176 mmol) in methanol (2.9 mL). Add benzaldehyde (0.018 mL) and 3 Å molecular sieves. Stir at room temperature overnight. Add NaBH4 (0.0066 g, 0.176 mmol). Stir for additional 6.5 hours before filtering and concentrating. Purify by reverse phase chromatography, eluting with 0-99% 0.1% TFA/acetonitrile and 0.1% TFA/water to give the title compound (9.4 mg, 15.4%): MS ES− 347.9 (M+H)+, HPLC [YMC-Pack Pro C-18 (150×4.6 mm, S-5 ...